From a dataset of the Open Reaction Database (ORD), a public repository of structured organic reaction records. describe an organic reaction: reactants, conditions, products, and yield Reactants: O=N[O-], [Na+], O, O=S(=O)(O)O, Nc1ccc(-n2ccnc2)cc1. The product is Sc1ccc(-n2ccnc2)cc1. Reaction SMILES: [N:18]([O-:19])=[O:20].[Na+:21].[OH2:22].[S:13](=[O:14])(=[O:15])([OH:16])[OH:17].[n:1]1(-[c:6]2[cH:7][cH:8][c:9]([NH2:10])[cH:11][cH:12]2)[cH:2][n:3][cH:4][cH:5]1>>[n:1]1(-[c:6]2[cH:7][cH:8][c:9]([SH:13])[cH:11][cH:12]2)[cH:2][n:3][cH:4][cH:5]1. Reactants: ClCC=1N=C(SC1)CCC=1N=C(OC1C)C1=CC=CC=C1 (4-[2-(4-chloromethyl-2-thiazolyl)ethyl]-5-methyl-2-phenyloxazole), OC1=C(C=CC=C1)CC(=O)OC (methyl 2-(2-hydroxyphenyl)acetate), CN(C=O)C (N,N-dimethylformamide), [H-].[Na+] (sodium hydride). The solvent is O (water). Run at time 15 hour. Yields the product CC1=C(N=C(O1)C1=CC=CC=C1)CCC=1SC=C(N1)COC1=C(C=CC=C1)CC(=O)OC (methyl 2-[2-[[2-[2-(5-methyl-2-phenyl-4-oxazolyl)ethyl]-4-thiazolyl]methoxy]phenyl]acetate). The yield is 60.5%. As a reaction SMILES: Cl[CH2:2][C:3]1[N:4]=[C:5]([CH2:8][CH2:9][C:10]2[N:11]=[C:12]([C:16]3[CH:21]=[CH:20][CH:19]=[CH:18][CH:17]=3)[O:13][C:14]=2[CH3:15])[S:6][CH:7]=1.[OH:22][C:23]1[CH:28]=[CH:27][CH:26]=[CH:25][C:24]=1[CH2:29][C:30]([O:32][CH3:33])=[O:31].CN(C)C=O.[H-].[Na+]>O>[CH3:15][C:14]1[O:13][C:12]([C:16]2[CH:21]=[CH:20][CH:19]=[CH:18][CH:17]=2)=[N:11][C:10]=1[CH2:9][CH2:8][C:5]1[S:6][CH:7]=[C:3]([CH2:2][O:22][C:23]2[CH:28]=[CH:27][CH:26]=[CH:25][C:24]=2[CH2:29][C:30]([O:32][CH3:33])=[O:31])[N:4]=1 |f:3.4|. Procedure details: To a mixture of 4-[2-(4-chloromethyl-2-thiazolyl)ethyl]-5-methyl-2-phenyloxazole (0.64 g), methyl 2-(2-hydroxyphenyl)acetate (0.30 g) and N,N-dimethylformamide (20 mL) was added sodium hydride (60%, oil, 0.09 g) under ice-cooling, and the mixture was stirred at room temperature for 15 hrs. The reaction mixture was poured into water and extracted with ethyl acetate. The organic layer was washed successively with water, 2N aqueous sodium hydroxide solution and saturated brine, dried over anhydrous... Starting materials: N(=O)OCCC(C)C (isoamyl nitrite), [O-]CC.[Na+] (sodium ethoxide), [Na] (sodium), BrC=1C=C(C=CC1)CC#N (2-(3-bromophenyl)acetonitrile). Run in C(C)(=O)OCC.CCCCCC (ethyl acetate hexane), C(C)OCC (diethyl ether), C(C)O (ethanol), C(C)O (ethanol). Run at time 18 hour. Product: BrC=1C=C(C=CC1)C(C#N)=NO (2-(3-bromophenyl)-2-(hydroxyimino)acetonitrile). The yield is 97.0%. RXN SMILES: [O-]CC.[Na+].[Na].[Br:6][C:7]1[CH:8]=[C:9]([CH2:13][C:14]#[N:15])[CH:10]=[CH:11][CH:12]=1.[N:16](OCCC(C)C)=[O:17]>C(O)C.C(OCC)(=O)C.CCCCCC.C(OCC)C>[Br:6][C:7]1[CH:8]=[C:9]([C:13](=[N:16][OH:17])[C:14]#[N:15])[CH:10]=[CH:11][CH:12]=1 |f:0.1,6.7,^1:4|. Procedure details: To a solution of sodium ethoxide prepared from sodium (2.51 g) and ethanol (40 ml) was added dropwise a solution of 2-(3-bromophenyl)acetonitrile (17.8 g) in ethanol (30 ml) at 0° C., and then isoamyl nitrite (18.3 ml) was added dropwise thereto. After stirring at room temperature for 18 hours, diethyl ether was added, and washed successively with 1N hydrochloric acid, an aqueous sodium bicarbonate solution, and an aqueous saturated solution of sodium chloride. The diethyl ether layer was dried ... Starting materials: N[C@H]([C@H](O)C1=CC=C(C=C1)O)C (4-[(1R,2S)-2-amino-1-hydroxypropyl]-phenol), C(C)(C)NC(C)C (diisopropylamine), BrCCOC1=CC=C(C=C1)C1=CC(=C(C=C1)C(=O)OC)SC(C)C (methyl 4′-(2-bromoethoxy)-3-(isopropylthio)-4-biphenylcarboxylate). Solvent: CN(C=O)C (N,N-dimethylformamide), CN(C=O)C (N,N-dimethylformamide), C(C)(=O)OCC (ethyl acetate). Reaction conditions: temperature 100 celsius, time 4 hour. Product: O[C@@H]([C@H](C)NCCOC1=CC=C(C=C1)C1=CC(=C(C=C1)C(=O)OC)SC(C)C)C1=CC=C(C=C1)O (methyl 4′-[2-[[(1S,2R)-2-hydroxy-2-(4-hydroxyphenyl)-1-methylethyl]-amino]ethoxy]-3-(isopropylthio)-4-biphenylcarboxylate). Yield: 65.7%. As a reaction SMILES: [NH2:1][C@@H:2]([CH3:12])[C@@H:3]([C:5]1[CH:10]=[CH:9][C:8]([OH:11])=[CH:7][CH:6]=1)[OH:4].C(NC(C)C)(C)C.Br[CH2:21][CH2:22][O:23][C:24]1[CH:29]=[CH:28][C:27]([C:30]2[CH:35]=[CH:34][C:33]([C:36]([O:38][CH3:39])=[O:37])=[C:32]([S:40][CH:41]([CH3:43])[CH3:42])[CH:31]=2)=[CH:26][CH:25]=1>CN(C)C=O.C(OCC)(=O)C>[OH:4][C@H:3]([C:5]1[CH:10]=[CH:9][C:8]([OH:11])=[CH:7][CH:6]=1)[C@@H:2]([NH:1][CH2:21][CH2:22][O:23][C:24]1[CH:25]=[CH:26][C:27]([C:30]2[CH:35]=[CH:34][C:33]([C:36]([O:38][CH3:39])=[O:37])=[C:32]([S:40][CH:41]([CH3:42])[CH3:43])[CH:31]=2)=[CH:28][CH:29]=1)[CH3:12]. Procedure details: To a solution of 4-[(1R,2S)-2-amino-1-hydroxypropyl]-phenol (75.4 mg) in N,N-dimethylformamide (1 ml) were added diisopropylamine (72.9 μl) and methyl 4′-(2-bromoethoxy)-3-(isopropylthio)-4-biphenylcarboxylate (142 mg) in N,N-dimethylformamide (0.4 ml) at room temperature and stirred at 100° C. for 4 hours. The reaction mixture was diluted with ethyl acetate and washed with saturated sodium bicarbonate aqueous solution, water and brine, dried over magnesium sulfate and concentrated in vacuo. The... Product: O=CN(O)CCNC(=O)c1cc(Br)ccc1Cl. Starting materials: O=C(NCCNO)c1cc(Br)ccc1Cl, CC(=O)OC(C)=O, O=CO, c1ccncc1. RXN SMILES: [Br:11][c:12]1[cH:13][cH:14][c:15]([Cl:25])[c:16]([C:17](=[O:18])[NH:19][CH2:20][CH2:21][NH:22][OH:23])[cH:24]1.[CH3:1][C:2]([O:3][C:4](=[O:5])[CH3:6])=[O:7].[CH:8](=[O:9])[OH:10].[cH:26]1[cH:27][cH:28][n:29][cH:30][cH:31]1>>[CH:8](=[O:10])[N:22]([CH2:21][CH2:20][NH:19][C:17]([c:16]1[c:15]([Cl:25])[cH:14][cH:13][c:12]([Br:11])[cH:24]1)=[O:18])[OH:23]. Reactants: C1CCOC1, CCN, O=Cc1nccs1. Product: CCNCc1nccs1. RXN SMILES: [CH2:11]1[O:12][CH2:13][CH2:14][CH2:15]1.[CH3:8][CH2:9][NH2:10].[s:1]1[c:2]([CH:6]=[O:7])[n:3][cH:4][cH:5]1>>[s:1]1[c:2]([CH2:6][NH:10][CH2:9][CH3:8])[n:3][cH:4][cH:5]1. Reactants: O=C([O-])[O-], CC(=O)[O-], CC(=O)[O-], CC(C)=O, COc1ccc(C(C)C)cc1B(O)O, CC1NC(=O)OC1c1cc(C(F)(F)F)ccc1I, [K+], [K+], O, [Pd+2]. Yields the product COc1ccc(C(C)C)cc1-c1ccc(C(F)(F)F)cc1C1OC(=O)NC1C. Reaction SMILES: [C:33](=[O:34])([O-:35])[O-:36].[C:44]([O-:45])(=[O:46])[CH3:47].[C:49]([O-:50])(=[O:51])[CH3:52].[CH3:39][C:40](=[O:41])[CH3:42].[CH:19]([CH3:20])([CH3:21])[c:22]1[cH:23][cH:24][c:25]([O:31][CH3:32])[c:26]([B:28]([OH:29])[OH:30])[cH:27]1.[I:1][c:2]1[c:3]([CH:12]2[CH:13]([CH3:18])[NH:14][C:15](=[O:17])[O:16]2)[cH:4][c:5]([C:8]([F:9])([F:10])[F:11])[cH:6][cH:7]1.[K+:37].[K+:38].[OH2:43].[Pd+2:48]>>[c:2]1(-[c:26]2[c:25]([O:31][CH3:32])[cH:24][cH:23][c:22]([CH:19]([CH3:20])[CH3:21])[cH:27]2)[c:3]([CH:12]2[CH:13]([CH3:18])[NH:14][C:15](=[O:17])[O:16]2)[cH:4][c:5]([C:8]([F:9])([F:10])[F:11])[cH:6][cH:7]1. The reactants are CC(=CC(=O)O)c1ccc(-c2ccc(F)cc2F)cc1, C1COCCO1. Product: CC(CC(=O)O)c1ccc(-c2ccc(F)cc2F)cc1. RXN SMILES: [F:1][c:2]1[c:3](-[c:9]2[cH:10][cH:11][c:12]([C:15](=[CH:16][C:17](=[O:18])[OH:19])[CH3:20])[cH:13][cH:14]2)[cH:4][cH:5][c:6]([F:8])[cH:7]1.[O:21]1[CH2:22][CH2:23][O:24][CH2:25][CH2:26]1>>[F:1][c:2]1[c:3](-[c:9]2[cH:10][cH:11][c:12]([CH:15]([CH2:16][C:17](=[O:18])[OH:19])[CH3:20])[cH:13][cH:14]2)[cH:4][cH:5][c:6]([F:8])[cH:7]1.